This data is from the Open Reaction Database (ORD), a public repository of structured organic reaction records. The task is: describe an organic reaction: reactants, conditions, products, and yield Reactants: CC=1C=CC(=C(C1)S(=O)(=O)O)N1CCNCC1 (5-Methyl-2-(1-piperazinyl)benzenesulfonic acid). Run in O (water). Reaction conditions: time 22.5 hour. Product: O.CC=1C=CC(=C(C1)S(=O)(=O)O)N1CCNCC1 (5-methyl-2-(1-piperazinyl)benzenesulfonic acid monohydrate). RXN SMILES: [CH3:1][C:2]1[CH:3]=[CH:4][C:5]([N:12]2[CH2:17][CH2:16][NH:15][CH2:14][CH2:13]2)=[C:6]([S:8]([OH:11])(=[O:10])=[O:9])[CH:7]=1>O>[OH2:9].[CH3:1][C:2]1[CH:3]=[CH:4][C:5]([N:12]2[CH2:17][CH2:16][NH:15][CH2:14][CH2:13]2)=[C:6]([S:8]([OH:11])(=[O:9])=[O:10])[CH:7]=1 |f:2.3|. Procedure: Steam was generated by heating a bath filled with water at 50° C. in a plastic sheet housing isolated from outer air. The anhydrous crystal of 5-Methyl-2-(1-piperazinyl)benzenesulfonic acid (4886.16 g) prepared by the method described in the Japanese Patent Unexamined Publication (KOKAI) No.(Hei)3-7263/1991 was spread in a stainless flat container and left in the above plastic sheet housing. The crystals were occasionally dispersed and sweat formed on inner wall of the housing and the stainless ... Reactants: C(C)(=O)O[C@H]1[C@@H](O[C@@H]([C@H]([C@@H]1OC(C)=O)OC(C)=O)COC(C)=O)OC1=NNC(=C1CC1=C(C=C(C=C1)OCCCN(CCC(=O)O)C(=O)OCC1=CC=CC=C1)C)C(C)C (3-(2,3,4,6-tetra-O-acetyl-β-D-glucopyranosyloxy)-4-[(4-{3-[N-benzyloxycarbonyl-N-(2-carboxyethyl)amino]-propoxy}-2-methylphenyl)methyl]-5-isopropyl-1H-pyrazole), Cl.N[C@@H](CO)C(=O)N (L-serine amide hydrochloride), ON1N=NC2=C1C=CC=C2 (1-hydroxybenzotriazole), Cl.C(C)N=C=NCCCN(C)C (1-ethyl-3-(3-dimethylaminopropyl)carbodiimide hydrochloride). The solvent is CN(C=O)C (N,N-dimethylformamide), C(C)N(CC)CC (triethylamine), O (water). Conditions: time 8 hour. Product: C(C)(=O)O[C@H]1[C@@H](O[C@@H]([C@H]([C@@H]1OC(C)=O)OC(C)=O)COC(C)=O)OC1=NNC(=C1CC1=C(C=C(C=C1)OCCCN(CCC(N[C@@H](CO)C(N)=O)=O)C(=O)OCC1=CC=CC=C1)C)C(C)C (3-(2,3,4,6-tetra-O-acetyl-β-D-glucopyranosyloxy)-4-({4-[3-(N-benzyloxycarbonyl-N-{2-[(S)-1-carbamoyl-2-hydroxyethylcarbamoyl]ethyl}amino)propoxy]-2-methylphenyl}methyl)-5-isopropyl-1H-pyrazole). Yield: 43.2%. RXN SMILES: [C:1]([O:4][C@@H:5]1[C@@H:10]([O:11][C:12](=[O:14])[CH3:13])[C@H:9]([O:15][C:16](=[O:18])[CH3:17])[C@@H:8]([CH2:19][O:20][C:21](=[O:23])[CH3:22])[O:7][C@H:6]1[O:24][C:25]1[C:29]([CH2:30][C:31]2[CH:36]=[CH:35][C:34]([O:37][CH2:38][CH2:39][CH2:40][N:41]([C:47]([O:49][CH2:50][C:51]3[CH:56]=[CH:55][CH:54]=[CH:53][CH:52]=3)=[O:48])[CH2:42][CH2:43][C:44](O)=[O:45])=[CH:33][C:32]=2[CH3:57])=[C:28]([CH:58]([CH3:60])[CH3:59])[NH:27][N:26]=1)(=[O:3])[CH3:2].Cl.[NH2:62][C@H:63]([C:66]([NH2:68])=[O:67])[CH2:64][OH:65].ON1C2C=CC=CC=2N=N1.Cl.C(N=C=NCCCN(C)C)C>CN(C)C=O.O.C(N(CC)CC)C>[C:1]([O:4][C@@H:5]1[C@@H:10]([O:11][C:12](=[O:14])[CH3:13])[C@H:9]([O:15][C:16](=[O:18])[CH3:17])[C@@H:8]([CH2:19][O:20][C:21](=[O:23])[CH3:22])[O:7][C@H:6]1[O:24][C:25]1[C:29]([CH2:30][C:31]2[CH:36]=[CH:35][C:34]([O:37][CH2:38][CH2:39][CH2:40][N:41]([C:47]([O:49][CH2:50][C:51]3[CH:52]=[CH:53][CH:54]=[CH:55][CH:56]=3)=[O:48])[CH2:42][CH2:43][C:44](=[O:45])[NH:62][C@H:63]([C:66](=[O:67])[NH2:68])[CH2:64][OH:65])=[CH:33][C:32]=2[CH3:57])=[C:28]([CH:58]([CH3:60])[CH3:59])[NH:27][N:26]=1)(=[O:3])[CH3:2] |f:1.2,4.5|. Reported procedure: To a solution of 3-(2,3,4,6-tetra-O-acetyl-β-D-glucopyranosyloxy)-4-{[4-(3-hydroxypropoxy)-2-methylphenyl]-methyl}-5-isopropyl-1H-pyrazole (1 g) and triethylamine (0.29 mL) in dichloromethane (10 mL) was added methanesulfonyl chloride (0.13 mL), and the mixture was stirred at room temperature for 1 hour. The reaction mixture was poured into 0.5 mol/L hydrochloric acid, and the resulting mixture was extracted with ethyl acetate. The extract was washed with water and brine, and dried over anhydrou... The reactants are CN(C)C=O, CC(C)[Si](OCc1cc(Cl)cc(Cl)c1)(C(C)C)C(C)C, C1CCOC1, O. The product is CC(C)[Si](OCc1cc(Cl)c(C=O)c(Cl)c1)(C(C)C)C(C)C. RXN SMILES: [CH3:21][N:22]([CH:23]=[O:24])[CH3:25].[Cl:1][c:2]1[cH:3][c:4]([CH2:9][O:10][Si:11]([CH:12]([CH3:13])[CH3:14])([CH:15]([CH3:16])[CH3:17])[CH:18]([CH3:19])[CH3:20])[cH:5][c:6]([Cl:8])[cH:7]1.[O:27]1[CH2:28][CH2:29][CH2:30][CH2:31]1.[OH2:26]>>[Cl:1][c:2]1[cH:3][c:4]([CH2:9][O:10][Si:11]([CH:12]([CH3:13])[CH3:14])([CH:15]([CH3:16])[CH3:17])[CH:18]([CH3:19])[CH3:20])[cH:5][c:6]([Cl:8])[c:7]1[CH:23]=[O:24]. Starting materials: N1=C(NC2=C1C=CC=C2)SCC=2C=CC=C1C(CCN(C21)CC)=O (8-(2-Benzimidazolyl)thiomethyl-1-ethyl-4-oxo-1,2,3,4-tetrahydroquinoline), Cl.NO (hydroxylamine hydrochloride), C(C)(=O)[O-].[Na+] (sodium acetate). Run in C(C)O.O (ethanol water). The product is N1=C(NC2=C1C=CC=C2)SCC=2C=CC=C1C(CCN(C21)CC)=NO (8-(2-benzimidazolyl)thiomethyl-1-ethyl-4-hydroxyimino-1,2,3,4-tetrahydroquinoline). Yield: 60.0%. RXN SMILES: [N:1]1[C:5]2[CH:6]=[CH:7][CH:8]=[CH:9][C:4]=2[NH:3][C:2]=1[S:10][CH2:11][C:12]1[CH:13]=[CH:14][CH:15]=[C:16]2[C:21]=1[N:20]([CH2:22][CH3:23])[CH2:19][CH2:18][C:17]2=O.Cl.[NH2:26][OH:27].C([O-])(=O)C.[Na+]>C(O)C.O>[N:1]1[C:5]2[CH:6]=[CH:7][CH:8]=[CH:9][C:4]=2[NH:3][C:2]=1[S:10][CH2:11][C:12]1[CH:13]=[CH:14][CH:15]=[C:16]2[C:21]=1[N:20]([CH2:22][CH3:23])[CH2:19][CH2:18][C:17]2=[N:26][OH:27] |f:1.2,3.4,5.6|. Reported procedure: 8-(2-Benzimidazolyl)thiomethyl-1-ethyl-4-oxo-1,2,3,4-tetrahydroquinoline (1.5 g), hydroxylamine hydrochloride (458 mg) and sodium acetate (1.7 g) were dissolved in a mixed solvent (23 ml) of ethanol-water (20:3), and the solution was refluxed for 3 hours. After completion of the reaction, the solvent was distilled off and the resulting residue was poured into water. The precipitated crystals were collected by filtration and recrystallized from methanol to give 8-(2-benzimidazolyl)thiomethyl-1-et...